From a dataset of the Open Reaction Database (ORD), a public repository of structured organic reaction records. describe an organic reaction: reactants, conditions, products, and yield The reactants are N(=O)[O-].[Na+] (sodium nitrite), ClCC(CC(=O)OC(C)(C)C)=O (t-butyl 4-chloro-3-oxobutanoate), C(C)(=O)O (acetic acid). Run in O (water), O (water), O (water), C([O-])(O)=O.[Na+] (sodium bicarbonate), O (water), [Cl-].[Na+].O (brine). The product is ClCC(/C(/C(=O)OC(C)(C)C)=N/O)=O (t-Butyl 4-chloro-2-(Z)-hydroxyimino-3-oxobutanoate). Isolated yield 91.0%. Reaction SMILES: [N:1]([O-:3])=O.[Na+].[Cl:5][CH2:6][C:7](=[O:16])[CH2:8][C:9]([O:11][C:12]([CH3:15])([CH3:14])[CH3:13])=[O:10].C(O)(=O)C>O.C(=O)(O)[O-].[Na+].[Cl-].[Na+].O>[Cl:5][CH2:6][C:7](=[O:16])/[C:8](=[N:1]/[OH:3])/[C:9]([O:11][C:12]([CH3:14])([CH3:13])[CH3:15])=[O:10] |f:0.1,5.6,7.8.9|. Reported procedure: A solution of 35.6 g of sodium nitrite in 100 ml of water was added to a cold solution of t-butyl 4-chloro-3-oxobutanoate (100.9 g, 0.439 moles of 84% material*)inin 400 ml of acetic acid containing 50 ml of water over a 0.5 hour period with stirring. The mixture was stirred in the cold for an additional hour, then stored in the cold overnight. The mixture was diluted with 500 ml portions of water, 500 ml of saturated sodium bicarbonate, 500 ml of water and 500 ml of brine, then dried over magne... Starting materials: CO.O (methanol water), C1(CC1)C=1C=C(C=C(C1)NC1=NC=CC(=N1)C)C1=CN=C(S1)[C@@]1(CC([C@H](CC1)C(=O)OC)(C)C)O (methyl (1S,4R)-4-(5-{3-cyclopropyl-5-[(4-methyl-pyrimidin-2-yl)amino]phenyl}-1,3-thiazol-2-yl)-4-hydroxy-2,2-dimethylcyclohexanecarboxylate), [OH-].[Na+] (sodium hydroxide), Cl (hydrogen chloride), [OH-].[Na+] (sodium hydroxide). The solvent is O (water), O1CCCC1 (tetrahydrofuran), CO (methanol), C(C)(C)O.C(Cl)(Cl)Cl (isopropanol chloroform), [Cl-].[Na+].O (brine), O (water). Reaction conditions: temperature 120 celsius. Product: C1(CC1)C=1C=C(C=C(C1)NC1=NC=CC(=N1)C)C1=CN=C(S1)[C@@]1(CC([C@H](CC1)C(=O)O)(C)C)O ((1S,4R)-4-(5-{3-cyclopropyl-5-[(4-methylpyrimidin-2-yl)amino]phenyl}-1,3-thiazol-2-yl)-4-hydroxy-2,2-dimethylcyclohexanecarboxylic acid). The yield is 85.7%. RXN SMILES: [CH:1]1([C:4]2[CH:5]=[C:6]([C:18]3[S:22][C:21]([C@@:23]4([OH:35])[CH2:28][CH2:27][C@H:26]([C:29]([O:31]C)=[O:30])[C:25]([CH3:34])([CH3:33])[CH2:24]4)=[N:20][CH:19]=3)[CH:7]=[C:8]([NH:10][C:11]3[N:16]=[C:15]([CH3:17])[CH:14]=[CH:13][N:12]=3)[CH:9]=2)[CH2:3][CH2:2]1.[OH-].[Na+].Cl.CO.O>O1CCCC1.CO.O.C(O)(C)C.C(Cl)(Cl)Cl.[Cl-].[Na+].O>[CH:1]1([C:4]2[CH:5]=[C:6]([C:18]3[S:22][C:21]([C@@:23]4([OH:35])[CH2:28][CH2:27][C@H:26]([C:29]([OH:31])=[O:30])[C:25]([CH3:33])([CH3:34])[CH2:24]4)=[N:20][CH:19]=3)[CH:7]=[C:8]([NH:10][C:11]3[N:16]=[C:15]([CH3:17])[CH:14]=[CH:13][N:12]=3)[CH:9]=2)[CH2:3][CH2:2]1 |f:1.2,4.5,9.10,11.12.13|. Procedure details: To a solution of the product from Step 1 (41.3 mg, 0.084 mmol) in tetrahydrofuran (0.4 mL) and methanol (0.8 mL) was added sodium hydroxide (1 M in water, 0.153 mL, 0.153 mmol). The reaction mixture was heated to 120° C. for 10 minutes in a microwave oven. An additional charge of sodium hydroxide was added (1 M in water, 0.300 mL, 0.300 mmol) and the vessel was heated again for 10 minutes at 120° C. Upon cooling aqueous hydrogen chloride (2M in water, 0.235 mL, 0.470 mmol) was added and the resu... Starting materials: [N+](=O)([O-])C1=CC=C(C=C1)C=1N=COC1 (4-(4-nitrophenyl)-1,3-oxazole), C(C)O (ethanol), [H][H] (hydrogen). The reagents and catalysts are [C].[Pd] (Palladium-carbon). Solvent: O1CCCC1 (tetrahydrofuran). Yields the product O1C=NC(=C1)C1=CC=C(C=C1)N ([4-(1,3-oxazol-4-yl)phenyl]amine). RXN SMILES: [N+:1]([C:4]1[CH:9]=[CH:8][C:7]([C:10]2[N:11]=[CH:12][O:13][CH:14]=2)=[CH:6][CH:5]=1)([O-])=O.C(O)C.[H][H]>[C].[Pd].O1CCCC1>[O:13]1[CH:14]=[C:10]([C:7]2[CH:6]=[CH:5][C:4]([NH2:1])=[CH:9][CH:8]=2)[N:11]=[CH:12]1 |f:3.4|. Procedure: 5% Palladium-carbon powder was added to a suspension of 4-(4-nitrophenyl)-1,3-oxazole in mixture of ethanol and tetrahydrofuran, and the reaction mixture was stirred under 1 atm of hydrogen at ambient temperature for 12 hours. The reaction mixture was filtered through Celite, and the resulting filtrate was concentrated under reduced pressure. The resulting crude product was purified by silica gel column chromatography, to obtain [4-(1,3-oxazol-4-yl)phenyl]amine (pale yellow solid). Electron Impa... Reported procedure: 475 mg of 2-ethylhexyl 3-fluoro-4,6-dihydrothieno[3,4-b]thiophene-2-carboxylate (1.50 mmol) was dissolved in 10 ml of ethyl acetate, the solution was cooled to −78° C. 337 mg of 77% m-CPBA (1.50 mmol) in 3 ml ethyl acetate was added and the reaction mixture was allowed to warm up to room temperature overnight. The solvent was removed by rotary evaporation and the residue was re-dissolved in 10 ml acetic anhydride, and heated to reflux for about 30 min. The solvent was removed by rotary evaporati... The yield is 76.5%. The product is FC1=C(SC2=CSC=C21)C(=O)OCC(CCCC)CC (2-ethylhexyl 3-fluorothieno[2,3-c]thiophene-2-carboxylate). Reaction conditions: temperature -78 celsius. The solvent is C(C)(=O)OCC (ethyl acetate), C(C)(=O)OCC (ethyl acetate). Reaction SMILES: [F:1][C:2]1[C:3]2[CH2:20][S:19][CH2:18][C:4]=2[S:5][C:6]=1[C:7]([O:9][CH2:10][CH:11]([CH2:16][CH3:17])[CH2:12][CH2:13][CH2:14][CH3:15])=[O:8].C1C=C(Cl)C=C(C(OO)=O)C=1>C(OCC)(=O)C>[F:1][C:2]1[C:3]2[C:4](=[CH:18][S:19][CH:20]=2)[S:5][C:6]=1[C:7]([O:9][CH2:10][CH:11]([CH2:16][CH3:17])[CH2:12][CH2:13][CH2:14][CH3:15])=[O:8]. Reactants: FC=1C2=C(SC1C(=O)OCC(CCCC)CC)CSC2 (2-ethylhexyl 3-fluoro-4,6-dihydrothieno[3,4-b]thiophene-2-carboxylate), C1=CC(=CC(=C1)Cl)C(=O)OO (m-CPBA). Reagents/catalysts: S(=O)(=O)(O)[O-].C(CCC)[N+](CCCC)(CCCC)CCCC (tetra-n-butylammonium hydrogen sulfate). Reported procedure: A mixture of 5-bromoindole (5 g, 25.5 mmol) and tetra-n-butylammonium hydrogen sulfate (866 mg, 2.55 mmol) in 50% NaOE (50 mL) and toluene (200 mL) is stirred at room temperature for 5 min. Benzenesulfonyl chloride (3.57 mL, 28 mmol) is added and the mixture stirred for 1 hr. The mixture is diluted with water (500 mL) and extracted with EtOAc (3×100 mL). The extracts are washed with brine (250 mL), dried over MgSO4, filtered and evaporated to a yellow oil. The oil is purified by medium-pressure ... Run at time 5 minute. Reaction SMILES: [Br:1][C:2]1[CH:3]=[C:4]2[C:8](=[CH:9][CH:10]=1)[NH:7][CH:6]=[CH:5]2.C1(C)C=CC=CC=1.[C:18]1([S:24](Cl)(=[O:26])=[O:25])[CH:23]=[CH:22][CH:21]=[CH:20][CH:19]=1>S([O-])(O)(=O)=O.C([N+](CCCC)(CCCC)CCCC)CCC.O>[C:18]1([S:24]([N:7]2[C:8]3[C:4](=[CH:3][C:2]([Br:1])=[CH:10][CH:9]=3)[CH:5]=[CH:6]2)(=[O:26])=[O:25])[CH:23]=[CH:22][CH:21]=[CH:20][CH:19]=1 |f:3.4|. Isolated yield 91.1%. Starting materials: BrC=1C=C2C=CNC2=CC1 (5-bromoindole), C1(=CC=CC=C1)C (toluene), C1(=CC=CC=C1)S(=O)(=O)Cl (Benzenesulfonyl chloride). Product: C1(=CC=CC=C1)S(=O)(=O)N1C=CC2=CC(=CC=C12)Br (1-Benzenesulfonyl-5-bromoindole). Solvent: O (water). Reactants: O (water), FC1=C(C=CC(=C1)F)S (2,4-difluorothiophenol), ClCC(C)=O (chloroacetone), C([O-])([O-])=O.[K+].[K+] (potassium carbonate). Run in CN(C)C=O (DMF). Conditions: time 3 hour. Product: FC1=C(C=CC(=C1)F)SCC(C)=O (1-(2,4-difluorophenylthio)propan-2-one). RXN SMILES: [F:1][C:2]1[CH:7]=[C:6]([F:8])[CH:5]=[CH:4][C:3]=1[SH:9].Cl[CH2:11][C:12](=[O:14])[CH3:13].C(=O)([O-])[O-].[K+].[K+].O>CN(C=O)C>[F:1][C:2]1[CH:7]=[C:6]([F:8])[CH:5]=[CH:4][C:3]=1[S:9][CH2:11][C:12](=[O:14])[CH3:13] |f:2.3.4|. Procedure details: To a mixture of 2,4-difluorothiophenol (4.95 g) and chloroacetone (2.8 ml) in DMF (30 ml) was added potassium carbonate (9.67 g) at 0° C. The mixture was stirred for 3 hours, poured into water, and extracted with ethyl acetate. The extract was washed with 10% aqueous citric acid, water, and brine, dried over MgSO4, and concentrated to give 1-(2,4-difluorophenylthio)propan-2-one (6.80 g). This compound was dissolved in toluene and heated at reflux for 30 hours with polyphosphoric acid (24 g). The... Reactants: COc1cc(OC)nc(Oc2ccc3scc(C)c3c2C=O)n1, CC(C)=O, [K+], O=[Mn](=O)(=O)[O-], O. Yields the product COc1cc(OC)nc(Oc2ccc3scc(C)c3c2C(=O)O)n1. RXN SMILES: [CH3:1][O:2][c:3]1[n:4][c:5]([O:11][c:12]2[cH:13][cH:14][c:15]3[c:16]([c:17]([CH3:20])[cH:18][s:19]3)[c:21]2[CH:22]=[O:23])[n:6][c:7]([O:9][CH3:10])[cH:8]1.[CH3:30][C:31](=[O:32])[CH3:33].[K+:29].[Mn:24](=[O:25])([O-:26])(=[O:27])=[O:28].[OH2:34]>>[CH3:1][O:2][c:3]1[n:4][c:5]([O:11][c:12]2[cH:13][cH:14][c:15]3[c:16]([c:17]([CH3:20])[cH:18][s:19]3)[c:21]2[C:22](=[O:23])[OH:25])[n:6][c:7]([O:9][CH3:10])[cH:8]1. Reactants: CC(C)(C)OC(=O)c1cc(Br)cc(C=O)c1, Cl, NO, C1COCCO1, c1ccncc1. The product is CC(C)(C)OC(=O)c1cc(Br)cc(C=NO)c1. As a reaction SMILES: [Br:1][c:2]1[cH:3][c:4]([C:5](=[O:6])[O:7][C:8]([CH3:9])([CH3:10])[CH3:11])[cH:12][c:13]([CH:15]=[O:16])[cH:14]1.[ClH:17].[NH2:18][OH:19].[O:26]1[CH2:27][CH2:28][O:29][CH2:30][CH2:31]1.[cH:20]1[cH:21][cH:22][n:23][cH:24][cH:25]1>>[Br:1][c:2]1[cH:3][c:4]([C:5](=[O:6])[O:7][C:8]([CH3:9])([CH3:10])[CH3:11])[cH:12][c:13]([CH:15]=[N:18][OH:19])[cH:14]1. The reactants are CCOC(=O)c1ccc2c(c1)S(=O)(=O)c1ccc(C(CC3CCC(=O)C3)C(=O)Nc3ccn(C)n3)cc1N2C, CO, [Na+], [OH-]. Yields the product CN1c2cc(C(CC3CCC(=O)C3)C(=O)Nc3ccn(C)n3)ccc2S(=O)(=O)c2cc(C(=O)O)ccc21. RXN SMILES: [CH3:1][N:2]1[c:3]2[cH:4][c:5]([CH:23]([CH2:24][CH:25]3[CH2:26][C:27](=[O:30])[CH2:28][CH2:29]3)[C:31]([NH:32][c:33]3[n:34][n:35]([CH3:38])[cH:36][cH:37]3)=[O:39])[cH:6][cH:7][c:8]2[S:9](=[O:21])(=[O:22])[c:10]2[cH:11][c:12]([C:16](=[O:17])[O:18][CH2:19][CH3:20])[cH:13][cH:14][c:15]21.[CH3:42][OH:43].[Na+:41].[OH-:40]>>[CH3:1][N:2]1[c:3]2[cH:4][c:5]([CH:23]([CH2:24][CH:25]3[CH2:26][C:27](=[O:30])[CH2:28][CH2:29]3)[C:31]([NH:32][c:33]3[n:34][n:35]([CH3:38])[cH:36][cH:37]3)=[O:39])[cH:6][cH:7][c:8]2[S:9](=[O:21])(=[O:22])[c:10]2[cH:11][c:12]([C:16](=[O:17])[OH:18])[cH:13][cH:14][c:15]21.